From a dataset of the Open Reaction Database (ORD), a public repository of structured organic reaction records. describe an organic reaction: reactants, conditions, products, and yield Reactants: C(C1=CC=CC=C1)(=O)OCCOCCO (diethylene glycol monobenzoate), C(CCCCCCCCCCC\C=C/CCCCCCCC)(=O)Cl (erucoyl chloride). The product is C(CCCCCCCCCCC\C=C/CCCCCCCC)(=O)OCCOCCOC(C1=CC=CC=C1)=O (2-Benzoyloxyethoxyethyl erucate). RXN SMILES: [C:1]([O:9][CH2:10][CH2:11][O:12][CH2:13][CH2:14][OH:15])(=[O:8])[C:2]1[CH:7]=[CH:6][CH:5]=[CH:4][CH:3]=1.[C:16](Cl)(=[O:38])[CH2:17][CH2:18][CH2:19][CH2:20][CH2:21][CH2:22][CH2:23][CH2:24][CH2:25][CH2:26][CH2:27]/[CH:28]=[CH:29]\[CH2:30][CH2:31][CH2:32][CH2:33][CH2:34][CH2:35][CH2:36][CH3:37]>>[C:16]([O:15][CH2:14][CH2:13][O:12][CH2:11][CH2:10][O:9][C:1](=[O:8])[C:2]1[CH:7]=[CH:6][CH:5]=[CH:4][CH:3]=1)(=[O:38])[CH2:17][CH2:18][CH2:19][CH2:20][CH2:21][CH2:22][CH2:23][CH2:24][CH2:25][CH2:26][CH2:27]/[CH:28]=[CH:29]\[CH2:30][CH2:31][CH2:32][CH2:33][CH2:34][CH2:35][CH2:36][CH3:37]. Procedure: 2-Benzoyloxyethoxyethyl erucate was prepared by the procedure of Example 1 from 21 gms (0.1 mole) of diethylene glycol monobenzoate and 35.5 gms (0.1 mole) of erucoyl chloride. The structure of the final product was characterized on the basis of NMR and IR spectral analyses as described in Example 1. Reactants: BrC=1C=C2C(=NNC2=C(C1)Cl)CC (5-bromo-7-chloro-3-ethyl-1H-indazole), C([O-])([O-])=O.[Na+].[Na+] (sodium carbonate). The reagents and catalysts are CC1=CC=CC=C1P(C2=CC=CC=C2C)C3=CC=CC=C3[CH2-].CC1=CC=CC=C1P(C2=CC=CC=C2C)C3=CC=CC=C3[CH2-].CC(=O)O.CC(=O)O.[Pd].[Pd] (trans-Bis(acetato)bis[o-(di-o-tolylphosphino)benzyl]dipalladium(II)), [C-]#[O+].[C-]#[O+].[C-]#[O+].[C-]#[O+].[C-]#[O+].[C-]#[O+].[Mo] (molybdenum hexacarbonyl). Solvent: O (water), O1CCOCC1 (dioxane). Conditions: temperature 165 celsius, time 20 second. The product is ClC=1C=C(C=C2C(=NNC12)CC)C(=O)O (7-chloro-3-ethyl-1H-indazole-5-carboxylic acid). Isolated yield 86.3%. Reaction SMILES: Br[C:2]1[CH:3]=[C:4]2[C:8](=[C:9]([Cl:11])[CH:10]=1)[NH:7][N:6]=[C:5]2[CH2:12][CH3:13].[C:14](=O)([O-:16])[O-:15].[Na+].[Na+]>O1CCOCC1.O.CC1C(P(C2C([CH2-])=CC=CC=2)C2C(C)=CC=CC=2)=CC=CC=1.CC1C(P(C2C([CH2-])=CC=CC=2)C2C(C)=CC=CC=2)=CC=CC=1.CC(O)=O.CC(O)=O.[Pd].[Pd].[C-]#[O+].[C-]#[O+].[C-]#[O+].[C-]#[O+].[C-]#[O+].[C-]#[O+].[Mo]>[Cl:11][C:9]1[CH:10]=[C:2]([C:14]([OH:16])=[O:15])[CH:3]=[C:4]2[C:8]=1[NH:7][N:6]=[C:5]2[CH2:12][CH3:13] |f:1.2.3,6.7.8.9.10.11,12.13.14.15.16.17.18|. Procedure: To a microwave tube were added 5-bromo-7-chloro-3-ethyl-1H-indazole (127.0 mg, 0.49 mmol) dissolved in dioxane (1.0 mL). The Hermann's catalyst ((trans-Bis(acetato)bis[o-(di-o-tolylphosphino)benzyl]dipalladium(II))) (23.0 mg, 0.024 mmol) and molybdenum hexacarbonyl (64.4 mg, 0.244 mmol) were added followed by a solution of sodium carbonate (156 mg, 1.47 mmol) in water (2.0 mL). Separation occurs within the vessel. The mixture was stirred for 20 seconds and then the mixture was heated to 165° C. ... Starting materials: [N+](=O)([O-])C1=CC=C(CBr)C=C1 (4-nitrobenzylbromide), C([O-])([O-])=O.[K+].[K+] (potassium carbonate), FC1=CC=C(C=C1)C=1N=C(NC1C1=CC=C(C=C1)F)S(=O)(=O)C(C(F)F)(F)F (4,5-bis-(4-fluorophenyl)-2-[(1,1,2,2-tetrafluoroethyl)sulfonyl]-1H-imidazole), FC1=CC=C(C=C1)C=1N=C(NC1C1=CC=C(C=C1)F)S(=O)(=O)C(C(F)F)(F)F (4,5-bis-(4-fluorophenyl)-2-[ (1,1,2,2-tetrafluoroethyl)sulfonyl]-1H-imidazole), 555.4, N1C=NC=C1 (imidazole). Solvent: CN(C=O)C (dimethylformamide), C1(=CC=CC=C1)C (toluene), O (water), C(Cl)Cl (methylene chloride). Conditions: temperature 75 celsius. Yields the product FC1=CC=C(C=C1)C=1N=C(N(C1C1=CC=C(C=C1)F)CC1=CC=C(C=C1)[N+](=O)[O-])S(=O)(=O)C(C(F)F)(F)F (4,5-Bis-(4-fluorophenyl)-1-(4-nitrobenzyl)-2-[(1,1,2,2-tetrafluoroethyl)sulfonyl]-1H-imidazole). RXN SMILES: [F:1][C:2]1[CH:7]=[CH:6][C:5]([C:8]2[N:9]=[C:10]([S:20]([C:23]([F:28])([F:27])[CH:24]([F:26])[F:25])(=[O:22])=[O:21])[NH:11][C:12]=2[C:13]2[CH:18]=[CH:17][C:16]([F:19])=[CH:15][CH:14]=2)=[CH:4][CH:3]=1.[N+:29]([C:32]1[CH:39]=[CH:38][C:35]([CH2:36]Br)=[CH:34][CH:33]=1)([O-:31])=[O:30].C(=O)([O-])[O-].[K+].[K+].N1C=CN=C1>C(Cl)Cl.C1(C)C=CC=CC=1.O.CN(C)C=O>[F:1][C:2]1[CH:7]=[CH:6][C:5]([C:8]2[N:9]=[C:10]([S:20]([C:23]([F:28])([F:27])[CH:24]([F:25])[F:26])(=[O:21])=[O:22])[N:11]([CH2:36][C:35]3[CH:38]=[CH:39][C:32]([N+:29]([O-:31])=[O:30])=[CH:33][CH:34]=3)[C:12]=2[C:13]2[CH:14]=[CH:15][C:16]([F:19])=[CH:17][CH:18]=2)=[CH:4][CH:3]=1 |f:2.3.4|. Reported procedure: 4.20 g (0.01 mole) of 4,5-bis-(4-fluorophenyl)-2-[(1,1,2,2-tetrafluoroethyl)sulfonyl]-1H-imidazole, prepared according to the method described in U.S. Pat. No. 4,190,666, 2.7 g (0.0125 mole) of 4-nitrobenzylbromide, 1.73 g (0.0125 mole) of anhydrous powdered potassium carbonate, and 50 ml of dimethylformamide were combined in a round bottom flask and stirred and heated under nitrogen in an oil bath at 75° C. for 20 hours. The reaction mixture was cooled to room temperature and poured into 500 ml... The reactants are tetrakistriphenylphosphine palladium, BrC=1C=CC2=C(C=C(CCS2)C(=O)OC)C1 (methyl 7-bromo-2,3-dihydro-1-benzothiepine-4-carboxylate), B(OC1=CC2=C(C=C1)OCO2)([O-])[O-] (3,4-methylenedioxyphenyl borate), C([O-])([O-])=O.[K+].[K+] (potassium carbonate). The solvent is C1(=CC=CC=C1)C.C(C)O.O (toluene ethanol water). Reaction conditions: time 1 hour. The product is C1OC=2C=C(C=CC2O1)C=1C=CC2=C(C=C(CCS2)C(=O)OC)C1 (methyl 7-(3,4-methylenedioxyphenyl)-2,3-dihydro-1-benzothiepine-4-carboxylate). The yield is 90.8%. Reaction SMILES: Br[C:2]1[CH:3]=[CH:4][C:5]2[S:11][CH2:10][CH2:9][C:8]([C:12]([O:14][CH3:15])=[O:13])=[CH:7][C:6]=2[CH:16]=1.B([O-])([O-])O[C:19]1[CH:24]=[CH:23][C:22]2[O:25][CH2:26][O:27][C:21]=2[CH:20]=1.C(=O)([O-])[O-].[K+].[K+]>C1(C)C=CC=CC=1.C(O)C.O>[CH2:26]1[O:27][C:21]2[CH:20]=[CH:19][C:24]([C:2]3[CH:3]=[CH:4][C:5]4[S:11][CH2:10][CH2:9][C:8]([C:12]([O:14][CH3:15])=[O:13])=[CH:7][C:6]=4[CH:16]=3)=[CH:23][C:22]=2[O:25]1 |f:2.3.4,5.6.7|. Procedure: Under argon atmosphere, a mixture of methyl 7-bromo-2,3-dihydro-1-benzothiepine-4-carboxylate (1.5 g), 3,4-methylenedioxyphenyl borate (0.92 g) and potassium carbonate (1.39 g) in toluene/ethanol/water (50/5/5 ml) was stirred at room temperature 1 hours. To the mixture was added tetrakistriphenylphosphine palladium (0.29 g), and the mixture was refluxed for 16 hours and cooled. The mixture was extracted with ethyl acetate, washed with saturated brine and dried with magnesium sulfate. Under reduc...